describe an organic reaction: reactants, conditions, products, and yield From a dataset of the Open Reaction Database (ORD), a public repository of structured organic reaction records. Reactants: BrC1=CC=C(C(=C1O)OC)OC(F)F (6-bromo-3-(difluoromethoxy)-2-methoxyphenol), C([O-])([O-])=O.[K+].[K+] (potassium carbonate), C(CC)Br (propyl bromide). The solvent is C(C)#N (acetonitrile). Run at temperature 80 celsius. Product: BrC1=C(C(=C(C=C1)OC(F)F)OC)OCCC (1-Bromo-4-(difluoromethoxy)-3-methoxy-2-propoxybenzene). The yield is 86.5%. Reaction SMILES: [Br:1][C:2]1[C:7]([OH:8])=[C:6]([O:9][CH3:10])[C:5]([O:11][CH:12]([F:14])[F:13])=[CH:4][CH:3]=1.C(=O)([O-])[O-].[K+].[K+].[CH2:21](Br)[CH2:22][CH3:23]>C(#N)C>[Br:1][C:2]1[CH:3]=[CH:4][C:5]([O:11][CH:12]([F:13])[F:14])=[C:6]([O:9][CH3:10])[C:7]=1[O:8][CH2:21][CH2:22][CH3:23] |f:1.2.3|. Reported procedure: To a stirring solution of 6-bromo-3-(difluoromethoxy)-2-methoxyphenol (300 mg, 1.115 mmol) in acetonitrile (10 mL) was added potassium carbonate (495 mg, 2.334 mmol) and propyl bromide (411 mg, 3.34 mmol) and the resultant reaction mixture was heated to 80° C. for 3 h. The reaction mixture was cooled to RT, filtered through celite and the filtrate was concentrated under reduced pressure to afford 300 mg of 1-Bromo-4-(difluoromethoxy)-3-methoxy-2-propoxybenzene (Int14-F2) as a solid. A stirring s... The reactants are CN(C)C=O, CI, CCOC(C)=O, [H-], [Na+], CCCc1c(Cc2ccc(-c3ccccc3C#N)cc2)c(=O)n(CC(O)C(C)(C)C)c2nc(C)nn12. Product: CCCc1c(Cc2ccc(-c3ccccc3C#N)cc2)c(=O)n(CC(OC)C(C)(C)C)c2nc(C)nn12. Reaction SMILES: [CH3:39][N:40]([CH3:41])[CH:42]=[O:43].[CH3:44][I:45].[CH3:46][CH2:47][O:48][C:49](=[O:50])[CH3:51].[H-:37].[Na+:38].[OH:1][CH:2]([CH2:3][n:4]1[c:5]2[n:6]([c:7]([CH2:26][CH2:27][CH3:28])[c:8]([CH2:11][c:12]3[cH:13][cH:14][c:15](-[c:18]4[c:19]([C:24]#[N:25])[cH:20][cH:21][cH:22][cH:23]4)[cH:16][cH:17]3)[c:9]1=[O:10])[n:29][c:30]([CH3:32])[n:31]2)[C:33]([CH3:34])([CH3:35])[CH3:36]>>[O:1]([CH:2]([CH2:3][n:4]1[c:5]2[n:6]([c:7]([CH2:26][CH2:27][CH3:28])[c:8]([CH2:11][c:12]3[cH:13][cH:14][c:15](-[c:18]4[c:19]([C:24]#[N:25])[cH:20][cH:21][cH:22][cH:23]4)[cH:16][cH:17]3)[c:9]1=[O:10])[n:29][c:30]([CH3:32])[n:31]2)[C:33]([CH3:34])([CH3:35])[CH3:36])[CH3:39].